Dataset: the Open Reaction Database (ORD), a public repository of structured organic reaction records. Task: describe an organic reaction: reactants, conditions, products, and yield The reactants are BrC=C(C)C (1-bromo-2-methylpropene), [Mg] (magnesium), [Mg] (magnesium), II (iodine), C(CCC)[Sn](CCCC)(CCCC)Cl (tributyltin chloride). The reagents and catalysts are IC (iodomethane). Run in O1CCCC1 (tetrahydrofuran), O1CCCC1 (tetrahydrofuran), O1CCCC1 (tetrahydrofuran). Conditions: temperature 25 celsius, time 30 minute. Yields the product C(=C(C)C)[Sn](CCCC)(CCCC)CCCC (isobutenyltri-n-butyltin). The yield is 92.6%. RXN SMILES: [Mg].II.Br[CH:5]=[C:6]([CH3:8])[CH3:7].[CH2:9]([Sn:13](Cl)([CH2:18][CH2:19][CH2:20][CH3:21])[CH2:14][CH2:15][CH2:16][CH3:17])[CH2:10][CH2:11][CH3:12]>O1CCCC1.IC>[CH:5]([Sn:13]([CH2:14][CH2:15][CH2:16][CH3:17])([CH2:18][CH2:19][CH2:20][CH3:21])[CH2:9][CH2:10][CH2:11][CH3:12])=[C:6]([CH3:8])[CH3:7]. Procedure details: A suspension of magnesium (2.64 g, 110 mmol) in dry tetrahydrofuran (60 mL) was treated with a small amount of iodine and then 1-bromo-2-methylpropene (13.5 g, 100 mmol) in tetrahydrofuran (30 mL) was added in several portions. The mixture was heated under reflux for 3 min. The mixture was cooled to 25° C. and then treated with iodomethane (0.2 mL, 3.0 mmol). The reaction mixture was stirred at 25° C. for 30 min and then heated under reflux for 2 h until all the magnesium was consumed. The mixtu...